From a dataset of the Open Reaction Database (ORD), a public repository of structured organic reaction records. describe an organic reaction: reactants, conditions, products, and yield The reactants are [Na+].[Na+].[Na+].[Na+].[Na+].[Na+].[N+](=O)([O-])C=1C=C(C=C(C1)C(=O)NC=1C=C(C=CC1C)C(=O)NC1=CC=C(C=2C=C(C=C(C12)S(=O)(=O)[O-])S(=O)(=O)[O-])S(=O)(=O)[O-])C(=O)NC=1C=C(C=CC1C)C(=O)NC1=CC=C(C=2C=C(C=C(C12)S(=O)(=O)[O-])S(=O)(=O)[O-])S(=O)(=O)[O-] (8,8'-{(5-nitro-1,3-phenylene)bis[carbonylimino(4-methyl-3,1-phenylene)carbonylimino]}di-1,3,5-naphthalenetrisulfonic acid hexasodium salt). The reagents and catalysts are [Pd] (palladium-on-carbon). The solvent is O (water). Yields the product [Na+].[Na+].[Na+].[Na+].[Na+].[Na+].NC=1C=C(C=C(C1)C(=O)NC=1C=C(C=CC1C)C(=O)NC1=CC=C(C=2C=C(C=C(C12)S(=O)(=O)[O-])S(=O)(=O)[O-])S(=O)(=O)[O-])C(=O)NC=1C=C(C=CC1C)C(=O)NC1=CC=C(C=2C=C(C=C(C12)S(=O)(=O)[O-])S(=O)(=O)[O-])S(=O)(=O)[O-] (8,8'-{5-amino-1,3-phenylenebis{{[carbonylimino(4-methyl-3,1-phenylene)]carbonyl}imino}}di-1,3,5-naphthalenetrisulfonic acid hexasodium salt). Isolated yield 536.2%. As a reaction SMILES: [Na+:1].[Na+].[Na+].[Na+].[Na+].[Na+].[N+:7]([C:10]1[CH:11]=[C:12]([C:51]([NH:53][C:54]2[CH:55]=[C:56]([C:61]([NH:63][C:64]3[C:73]4[C:72]([S:74]([O-:77])(=[O:76])=[O:75])=[CH:71][C:70]([S:78]([O-:81])(=[O:80])=[O:79])=[CH:69][C:68]=4[C:67]([S:82]([O-:85])(=[O:84])=[O:83])=[CH:66][CH:65]=3)=[O:62])[CH:57]=[CH:58][C:59]=2[CH3:60])=[O:52])[CH:13]=[C:14]([C:16]([NH:18][C:19]2[CH:20]=[C:21]([C:26]([NH:28][C:29]3[C:38]4[C:37]([S:39]([O-:42])(=[O:41])=[O:40])=[CH:36][C:35]([S:43]([O-:46])(=[O:45])=[O:44])=[CH:34][C:33]=4[C:32]([S:47]([O-:50])(=[O:49])=[O:48])=[CH:31][CH:30]=3)=[O:27])[CH:22]=[CH:23][C:24]=2[CH3:25])=[O:17])[CH:15]=1)([O-])=O>[Pd].O>[Na+:1].[Na+:1].[Na+:1].[Na+:1].[Na+:1].[Na+:1].[NH2:7][C:10]1[CH:11]=[C:12]([C:51]([NH:53][C:54]2[CH:55]=[C:56]([C:61]([NH:63][C:64]3[C:73]4[C:72]([S:74]([O-:77])(=[O:75])=[O:76])=[CH:71][C:70]([S:78]([O-:81])(=[O:80])=[O:79])=[CH:69][C:68]=4[C:67]([S:82]([O-:85])(=[O:84])=[O:83])=[CH:66][CH:65]=3)=[O:62])[CH:57]=[CH:58][C:59]=2[CH3:60])=[O:52])[CH:13]=[C:14]([C:16]([NH:18][C:19]2[CH:20]=[C:21]([C:26]([NH:28][C:29]3[C:38]4[C:37]([S:39]([O-:42])(=[O:40])=[O:41])=[CH:36][C:35]([S:43]([O-:46])(=[O:45])=[O:44])=[CH:34][C:33]=4[C:32]([S:47]([O-:50])(=[O:48])=[O:49])=[CH:31][CH:30]=3)=[O:27])[CH:22]=[CH:23][C:24]=2[CH3:25])=[O:17])[CH:15]=1 |f:0.1.2.3.4.5.6,9.10.11.12.13.14.15|. Procedure: A mixture of 1.98 g of the product of Example 1, 60 ml of water and 500 mg of 10% palladium-on-carbon catalyst is hydrogenated in a Parr shaker. The resulting mixture is filtered, and the filtrate is evaporated. The residue is dissolved in 12 ml of hot water and 125 ml of absolute ethanol is added. The precipitate is collected, washed with ethanol and ether and dried to yield 1.73 g of the product of the Example. The reactants are NC1=C(C=C(C(=C1)C(F)(F)F)Cl)N (1,2-diamino-4-chloro-5-trifluoromethylbenzene), C(C(=O)OCC)(=O)OCC (diethyl oxalate). Run at time 5 hour. Yields the product ClC=1C=C2NC(C(NC2=CC1C(F)(F)F)=O)=O (1,4-Dihydro-6-chloro-7-trifluoromethylquinoxalin-2,3-dione). Yield: 86.0%. As a reaction SMILES: [NH2:1][C:2]1[CH:7]=[C:6]([C:8]([F:11])([F:10])[F:9])[C:5]([Cl:12])=[CH:4][C:3]=1[NH2:13].[C:14](OCC)(=[O:20])[C:15](OCC)=[O:16]>>[Cl:12][C:5]1[CH:4]=[C:3]2[C:2](=[CH:7][C:6]=1[C:8]([F:9])([F:10])[F:11])[NH:1][C:15](=[O:16])[C:14](=[O:20])[NH:13]2. Procedure: A mixture of 1,2-diamino-4-chloro-5-trifluoromethylbenzene (13.4 g, 63.6 mmol) and diethyl oxalate (100 ml) was heated at reflux under nitrogen with stirring for 5 h. After being cooled, the solid which formed was filtered off and washed well with ether to afford a pale orange solid (14.5 g, 86%). The reactants are CCCCO, CCN(C(C)C)C(C)C, CC(C)Oc1cc(Nc2nc(F)c(C#N)cc2F)n[nH]1, CC(N)c1ccc(F)cn1, O. The product is CC(C)Oc1cc(Nc2nc(NC(C)c3ccc(F)cn3)c(C#N)cc2F)n[nH]1. RXN SMILES: [CH2:40]([OH:41])[CH2:42][CH2:43][CH3:44].[CH:21]([N:22]([CH2:23][CH3:24])[CH:25]([CH3:26])[CH3:27])([CH3:28])[CH3:29].[F:1][c:2]1[c:3]([C:4]#[N:5])[cH:6][c:7]([F:20])[c:8]([NH:10][c:11]2[n:12][nH:13][c:14]([O:16][CH:17]([CH3:18])[CH3:19])[cH:15]2)[n:9]1.[F:30][c:31]1[cH:32][cH:33][c:34]([CH:37]([CH3:38])[NH2:39])[n:35][cH:36]1.[OH2:45]>>[c:2]1([NH:39][CH:37]([c:34]2[cH:33][cH:32][c:31]([F:30])[cH:36][n:35]2)[CH3:38])[c:3]([C:4]#[N:5])[cH:6][c:7]([F:20])[c:8]([NH:10][c:11]2[n:12][nH:13][c:14]([O:16][CH:17]([CH3:18])[CH3:19])[cH:15]2)[n:9]1. The reactants are CC(c1cccc2ncccc12)C(C#N)N=C(c1ccccc1)c1ccccc1, Cl, C1COCCO1. Product: CC(c1cccc2ncccc12)C(N)C#N. RXN SMILES: [C:1]([c:2]1[cH:3][cH:4][cH:5][cH:6][cH:7]1)([c:8]1[cH:9][cH:10][cH:11][cH:12][cH:13]1)=[N:14][CH:15]([C:16]#[N:17])[CH:18]([CH3:19])[c:20]1[c:21]2[cH:22][cH:23][cH:24][n:25][c:26]2[cH:27][cH:28][cH:29]1.[ClH:30].[O:31]1[CH2:32][CH2:33][O:34][CH2:35][CH2:36]1>>[NH2:14][CH:15]([C:16]#[N:17])[CH:18]([CH3:19])[c:20]1[c:21]2[cH:22][cH:23][cH:24][n:25][c:26]2[cH:27][cH:28][cH:29]1. RXN SMILES: [C:1]1(=[O:7])O[C:4](=[O:5])[CH:3]=[CH:2]1.S(O)(O)(=O)=O.[CH:13]([NH:16][NH2:17])([CH3:15])[CH3:14]>O.Cl>[CH:13]([N:16]1[C:4](=[O:5])[CH:3]=[CH:2][C:1]([OH:7])=[N:17]1)([CH3:15])[CH3:14] |f:1.2|. The product is C(C)(C)N1N=C(C=CC1=O)O (1-isopropyl-1,6-dihydro-3-hydroxy-6-oxo-pyridazine). Procedure: The following example illustrates the preparation of the novel compounds: ##STR6## 58.8 g (0.6 mol) of maleic anhydride were added to a solution of 73.8 g (0.6 mol) of isopropylhydrazine sulphate in 180 ml of water and 10 ml of concentrated hydrochloric acid at 60° C. The mixture was then boiled for 3 hours under reflux after which it was cooled to 0° C. After half an hour, the product which had precipitated was filtered off. 59 g (64% of theory) of 1-isopropyl-1,6-dihydro-3-hydroxy-6-oxo-pyrida... Starting materials: C1(\C=C/C(=O)O1)=O (maleic anhydride), S(=O)(=O)(O)O.C(C)(C)NN (isopropylhydrazine sulphate). The solvent is O (water), Cl (hydrochloric acid). Reaction conditions: temperature 0 celsius, time 3 hour. The yield is 63.8%.